From a dataset of the Open Reaction Database (ORD), a public repository of structured organic reaction records. describe an organic reaction: reactants, conditions, products, and yield The reactants are C(C)OC(=O)C=1N=C(SC1C)C1=CC=CC=C1 (5-methyl-2-phenyl-thiazole-4-carboxylic acid ethyl ester), BrN1C(CCC1=O)=O (N-bromosuccinimide), C(C1=CC=CC=C1)(=O)OOC(C1=CC=CC=C1)=O (benzoyl peroxide). Solvent: C(Cl)(Cl)(Cl)Cl (carbon tetrachloride). Product: C(C)OC(=O)C=1N=C(SC1CBr)C1=CC=CC=C1 (5-Bromomethyl-2-phenyl-thiazole-4-carboxylic acid ethyl ester). Isolated yield 108.9%. As a reaction SMILES: [CH2:1]([O:3][C:4]([C:6]1[N:7]=[C:8]([C:12]2[CH:17]=[CH:16][CH:15]=[CH:14][CH:13]=2)[S:9][C:10]=1[CH3:11])=[O:5])[CH3:2].[Br:18]N1C(=O)CCC1=O.C(OOC(=O)C1C=CC=CC=1)(=O)C1C=CC=CC=1>C(Cl)(Cl)(Cl)Cl>[CH2:1]([O:3][C:4]([C:6]1[N:7]=[C:8]([C:12]2[CH:17]=[CH:16][CH:15]=[CH:14][CH:13]=2)[S:9][C:10]=1[CH2:11][Br:18])=[O:5])[CH3:2]. Reported procedure: A mixture of 5-methyl-2-phenyl-thiazole-4-carboxylic acid ethyl ester (7.76 g, 0.03 mol), N-bromosuccinimide (5.87 g, 0.03 mol) and benzoyl peroxide (761 mg, 3.30 mmol) in carbon tetrachloride (130 mL) was refluxed for 16 h before it was cooled to room temperature and partitioned between dichloromethane and water. The organic layer was washed with saturated aqueous sodium bicarbonate solution, brine, dried over anhydrous sodium sulfate and concentrated in vacuo to give the title compound as a ye...